This data is from the Open Reaction Database (ORD), a public repository of structured organic reaction records. The task is: describe an organic reaction: reactants, conditions, products, and yield The reactants are COc1ccc(C(OC2CC(n3cnc4c(NC(=O)c5ccccc5)ncnc43)OC2CO[Si](C)(C)C(C)(C)C)(c2ccccc2)c2ccc(OC)cc2)cc1, C1CCOC1, CCCC[N+](CCCC)(CCCC)CCCC, [F-]. Product: COc1ccc(C(OC2CC(n3cnc4c(NC(=O)c5ccccc5)ncnc43)OC2CO)(c2ccccc2)c2ccc(OC)cc2)cc1. As a reaction SMILES: [C:1]([c:2]1[cH:3][cH:4][cH:5][cH:6][cH:7]1)(=[O:8])[NH:9][c:10]1[c:11]2[n:12][cH:13][n:14]([CH:15]3[CH2:16][CH:17]([O:18][C:19]([c:20]4[cH:21][cH:22][c:23]([O:26][CH3:27])[cH:24][cH:25]4)([c:28]4[cH:29][cH:30][c:31]([O:34][CH3:35])[cH:32][cH:33]4)[c:36]4[cH:37][cH:38][cH:39][cH:40][cH:41]4)[CH:42]([CH2:43][O:44][Si:45]([C:46]([CH3:47])([CH3:48])[CH3:49])([CH3:50])[CH3:51])[O:52]3)[c:53]2[n:54][cH:55][n:56]1.[CH2:75]1[O:76][CH2:77][CH2:78][CH2:79]1.[CH3:58][CH2:59][CH2:60][CH2:61][N+:62]([CH2:63][CH2:64][CH2:65][CH3:66])([CH2:67][CH2:68][CH2:69][CH3:70])[CH2:71][CH2:72][CH2:73][CH3:74].[F-:57]>>[C:1]([c:2]1[cH:3][cH:4][cH:5][cH:6][cH:7]1)(=[O:8])[NH:9][c:10]1[c:11]2[n:12][cH:13][n:14]([CH:15]3[CH2:16][CH:17]([O:18][C:19]([c:20]4[cH:21][cH:22][c:23]([O:26][CH3:27])[cH:24][cH:25]4)([c:28]4[cH:29][cH:30][c:31]([O:34][CH3:35])[cH:32][cH:33]4)[c:36]4[cH:37][cH:38][cH:39][cH:40][cH:41]4)[CH:42]([CH2:43][OH:44])[O:52]3)[c:53]2[n:54][cH:55][n:56]1. The reactants are COC(/C(=C\C=1C=C2C=CN=C(C2=CC1OC(F)(F)F)NC(C1=CC=CC=C1)(C1=CC=CC=C1)C1=CC=CC=C1)/N1C([C@H](CC1)NC(=O)OC(C)(C)C)=O)=O ((E)-2-((S)-3-tert-Butoxycarbonylamino-2-oxo-pyrrolidin-1-yl)-3-[7-trifluoromethoxy-1-(trityl-amino)-isoquinolin-6-yl]acrylic acid methyl ester). Solvent: CO (Methanol). Product: COC([C@@H](CC=1C=C2C=CN=C(C2=CC1OC(F)(F)F)NC(C1=CC=CC=C1)(C1=CC=CC=C1)C1=CC=CC=C1)N1C([C@H](CC1)NC(=O)OC(C)(C)C)=O)=O ((R)-2-((S)-3-tert-Butoxycarbonylamino-2-oxo-pyrrolidin-1-yl)-3-[7-trifluoromethoxy-1-(trityl-amino)-isoquinolin-6-yl]-propionic acid methyl ester). RXN SMILES: [CH3:1][O:2][C:3](=[O:55])/[C:4](/[N:41]1[CH2:45][CH2:44][C@H:43]([NH:46][C:47]([O:49][C:50]([CH3:53])([CH3:52])[CH3:51])=[O:48])[C:42]1=[O:54])=[CH:5]\[C:6]1[CH:7]=[C:8]2[C:13](=[CH:14][C:15]=1[O:16][C:17]([F:20])([F:19])[F:18])[C:12]([NH:21][C:22]([C:35]1[CH:40]=[CH:39][CH:38]=[CH:37][CH:36]=1)([C:29]1[CH:34]=[CH:33][CH:32]=[CH:31][CH:30]=1)[C:23]1[CH:28]=[CH:27][CH:26]=[CH:25][CH:24]=1)=[N:11][CH:10]=[CH:9]2>CO>[CH3:1][O:2][C:3](=[O:55])[C@H:4]([N:41]1[CH2:45][CH2:44][C@H:43]([NH:46][C:47]([O:49][C:50]([CH3:51])([CH3:52])[CH3:53])=[O:48])[C:42]1=[O:54])[CH2:5][C:6]1[CH:7]=[C:8]2[C:13](=[CH:14][C:15]=1[O:16][C:17]([F:20])([F:19])[F:18])[C:12]([NH:21][C:22]([C:23]1[CH:24]=[CH:25][CH:26]=[CH:27][CH:28]=1)([C:35]1[CH:40]=[CH:39][CH:38]=[CH:37][CH:36]=1)[C:29]1[CH:34]=[CH:33][CH:32]=[CH:31][CH:30]=1)=[N:11][CH:10]=[CH:9]2. Reported procedure: 1.35 g (1.8 mmol) of (E)-2-((S)-3-tert-Butoxycarbonylamino-2-oxo-pyrrolidin-1-yl)-3-[7-trifluoromethoxy-1-(trityl-amino)-isoquinolin-6-yl]acrylic acid methyl ester are dissolved in 50 ml abs. Methanol. Starting materials: CS(=O)(=O)C1=NC(=CC(=N1)C1=CC=C(C=C1)S(=O)(=O)C)C(F)(F)F (2-(methylsulfonyl)-4-[4-(methylsulfonyl)phenyl]-6-(trifluoromethyl)pyrimidine), COC1=CC=C(CN)C=C1 (4-methoxybenzylamine). Run in O (water), CN1C(CCC1)=O (N-methylpyrrolidone). Conditions: time 18 hour. Product: COC1=CC=C(CNC2=NC(=CC(=N2)C2=CC=C(C=C2)S(=O)(=O)C)C(F)(F)F)C=C1 (N-(4-methoxybenzyl)-4-[4-(methylsulfonyl)phenyl]-6-(trifluoromethyl)pyrimidin-2-amine). As a reaction SMILES: CS([C:5]1[N:10]=[C:9]([C:11]2[CH:16]=[CH:15][C:14]([S:17]([CH3:20])(=[O:19])=[O:18])=[CH:13][CH:12]=2)[CH:8]=[C:7]([C:21]([F:24])([F:23])[F:22])[N:6]=1)(=O)=O.[CH3:25][O:26][C:27]1[CH:34]=[CH:33][C:30]([CH2:31][NH2:32])=[CH:29][CH:28]=1>CN1CCCC1=O.O>[CH3:25][O:26][C:27]1[CH:34]=[CH:33][C:30]([CH2:31][NH:32][C:5]2[N:10]=[C:9]([C:11]3[CH:16]=[CH:15][C:14]([S:17]([CH3:20])(=[O:19])=[O:18])=[CH:13][CH:12]=3)[CH:8]=[C:7]([C:21]([F:24])([F:23])[F:22])[N:6]=2)=[CH:29][CH:28]=1. Procedure: A stirred solution of 2-(methylsulfonyl)-4-[4-(methylsulfonyl)phenyl]-6-(trifluoromethyl)pyrimidine (1 g, 2.629 mmol) in N-methylpyrrolidone (10 ml) was treated with 4-methoxybenzylamine (0.69 ml). The mixture was stirred at room temperature for 18 h and was then diluted with water (50 ml). This gave a cream solid, which was triturated with diethyl ether giving the title compound as a colourless solid (0.98 g). Reactants: OC=1C=C(C=CC1OC)S(=O)(=O)N1CCC2=CC=CC=C12 (N-(3-hydroxy-4-methoxybenzenesulphonyl)- 1,2-dihydroindole), O(C1=CC=CC=C1)CCCBr (3-phenoxypropylbromide), C([O-])([O-])=O.[Cs+].[Cs+] (cesium carbonate). Solvent: CN(C=O)C (N,N-dimethylformamide). Reaction conditions: temperature 75 celsius. Product: O(C1=CC=CC=C1)CCCOC=1C=C(C=CC1OC)S(=O)(=O)N1CCC2=CC=CC=C12 (N-[3-(Phenoxypropoxy)-4-methoxybenzenesulphonyl]-1,2-dihydroindole). Yield: 86.8%. RXN SMILES: [OH:1][C:2]1[CH:3]=[C:4]([S:10]([N:13]2[C:21]3[C:16](=[CH:17][CH:18]=[CH:19][CH:20]=3)[CH2:15][CH2:14]2)(=[O:12])=[O:11])[CH:5]=[CH:6][C:7]=1[O:8][CH3:9].[O:22]([CH2:29][CH2:30][CH2:31]Br)[C:23]1[CH:28]=[CH:27][CH:26]=[CH:25][CH:24]=1.C(=O)([O-])[O-].[Cs+].[Cs+]>CN(C)C=O>[O:22]([CH2:29][CH2:30][CH2:31][O:1][C:2]1[CH:3]=[C:4]([S:10]([N:13]2[C:21]3[C:16](=[CH:17][CH:18]=[CH:19][CH:20]=3)[CH2:15][CH2:14]2)(=[O:12])=[O:11])[CH:5]=[CH:6][C:7]=1[O:8][CH3:9])[C:23]1[CH:28]=[CH:27][CH:26]=[CH:25][CH:24]=1 |f:2.3.4|. Procedure details: A solution of N-(3-hydroxy-4-methoxybenzenesulphonyl)- 1,2-dihydroindole (0.2 g) and 3-phenoxypropylbromide (0.15 g) in N,N-dimethylformamide (20 ml) was treated with cesium carbonate (0.3 g) and heated at 75° C. overnight. The solvent was removed in vacuo and the residue partitioned between dichloromethane (30 ml) and water (15 ml). The organic phase was washed with brine (15 ml) then dried over magnesium sulphate and concentrated in vacuo. The residue was purified using column chromatography e... Starting materials: COC(=O)c1csc(NC(=O)C(Cc2cn(C(=O)OC(C)(C)C)c3ccccc23)N2C(=O)NC(c3ccc4c(c3)OCCO4)C2=O)n1, ClCCl, O=C(O)C(F)(F)F. The product is COC(=O)c1csc(NC(=O)C(Cc2c[nH]c3ccccc23)N2C(=O)NC(c3ccc4c(c3)OCCO4)C2=O)n1. As a reaction SMILES: [C:1]([O:2][C:3](=[O:4])[n:8]1[cH:9][c:10]([CH2:17][CH:18]([C:19]([NH:20][c:21]2[s:22][cH:23][c:24]([C:26](=[O:27])[O:28][CH3:29])[n:25]2)=[O:30])[N:31]2[C:32](=[O:47])[NH:33][CH:34]([c:37]3[cH:38][c:39]4[c:40]([cH:45][cH:46]3)[O:41][CH2:42][CH2:43][O:44]4)[C:35]2=[O:36])[c:11]2[cH:12][cH:13][cH:14][cH:15][c:16]12)([CH3:5])([CH3:6])[CH3:7].[Cl:55][CH2:56][Cl:57].[OH:48][C:49]([C:50]([F:51])([F:52])[F:53])=[O:54]>>[nH:8]1[cH:9][c:10]([CH2:17][CH:18]([C:19]([NH:20][c:21]2[s:22][cH:23][c:24]([C:26](=[O:27])[O:28][CH3:29])[n:25]2)=[O:30])[N:31]2[C:32](=[O:47])[NH:33][CH:34]([c:37]3[cH:38][c:39]4[c:40]([cH:45][cH:46]3)[O:41][CH2:42][CH2:43][O:44]4)[C:35]2=[O:36])[c:11]2[cH:12][cH:13][cH:14][cH:15][c:16]12. Starting materials: COC(C)(C)C, CC(C)C[Al+]CC(C)C, Cc1ccccc1, CCCCCC, CCOC(=O)c1nn(-c2ncccc2F)cc1CN1CCC2(CC1)OCC(F)(F)c1cc(Cl)sc12, [H-], C1CCOC1. The product is OCc1nn(-c2ncccc2F)cc1CN1CCC2(CC1)OCC(F)(F)c1cc(Cl)sc12. Reaction SMILES: [C:64]([O:65][CH3:66])([CH3:67])([CH3:68])[CH3:69].[CH2:37]([Al+:38][CH2:39][CH:40]([CH3:41])[CH3:42])[CH:43]([CH3:44])[CH3:45].[CH3:46][c:47]1[cH:48][cH:49][cH:50][cH:51][cH:52]1.[CH3:53][CH2:54][CH2:55][CH2:56][CH2:57][CH3:58].[Cl:1][c:2]1[cH:3][c:4]2[c:5]([s:35]1)[C:6]1([O:7][CH2:8][C:9]2([F:10])[F:11])[CH2:12][CH2:13][N:14]([CH2:17][c:18]2[c:19]([C:30](=[O:31])[O:32][CH2:33][CH3:34])[n:20][n:21](-[c:23]3[n:24][cH:25][cH:26][cH:27][c:28]3[F:29])[cH:22]2)[CH2:15][CH2:16]1.[H-:36].[O:59]1[CH2:60][CH2:61][CH2:62][CH2:63]1>>[Cl:1][c:2]1[cH:3][c:4]2[c:5]([s:35]1)[C:6]1([O:7][CH2:8][C:9]2([F:10])[F:11])[CH2:12][CH2:13][N:14]([CH2:17][c:18]2[c:19]([CH2:30][OH:31])[n:20][n:21](-[c:23]3[n:24][cH:25][cH:26][cH:27][c:28]3[F:29])[cH:22]2)[CH2:15][CH2:16]1.